This data is from the Open Reaction Database (ORD), a public repository of structured organic reaction records. The task is: describe an organic reaction: reactants, conditions, products, and yield Starting materials: C(C)(C)(C)OC(=O)NC(CC1=CC(=CC=2C=COC21)OC)C (N-tert-butoxycarbonyl 1-(5-methoxybenzofur-7-yl)-2-aminopropane), Cl.N1=CC=CC=C1 (pyridine hydrochloride). Solvent: [OH-].[NH4+] (ammonium hydroxide), ClCCl (dichloromethane). Reaction conditions: temperature 170 celsius. Yields the product Cl.OC=1C=C(C2=C(C=CO2)C1)CC(C)N (1-(5-hydroxybenzofur-7-yl)-2-aminopropane hydrochloride). RXN SMILES: C(OC([NH:8][CH:9]([CH3:22])[CH2:10][C:11]1[C:19]2[O:18][CH:17]=[CH:16][C:15]=2[CH:14]=[C:13]([O:20]C)[CH:12]=1)=O)(C)(C)C.[ClH:23].N1C=CC=CC=1>ClCCl.[OH-].[NH4+]>[ClH:23].[OH:20][C:13]1[CH:12]=[C:11]([CH2:10][CH:9]([NH2:8])[CH3:22])[C:19]2[O:18][CH:17]=[CH:16][C:15]=2[CH:14]=1 |f:1.2,4.5,6.7|. Reported procedure: A mixture of 0.73 gm (2.38 mMol) N-tert-butoxycarbonyl 1-(5-methoxybenzofur-7-yl)-2-aminopropane and 3.30 gm (28.52 mMol) pyridine hydrochloride were heated at 170° C. in a sealed tube for 15 hours. The mixture was cooled and the residue was dissolved in dichloromethane containing 10% methanol and 1% ammonium hydroxide. The solution was concentrated under reduced pressure and the pyridine remaining in the residue was removed azeotropically by diluting the residue with water and concentrating thr... Starting materials: BrC=1C=CC2=C(OCCC3=C2SC(=C3)C(=O)N(C)C3=C(C=CC=C3)Cl)C1 (8-bromo-N-(2-chlorophenyl)-N-methyl-4,5-dihydrobenzo[b]thieno[2,3-d]oxepine-2-carboxamide), C1(=CC=CC=C1)B(O)O (phenyl boronic acid). Product: ClC1=C(C=CC=C1)N(C(=O)C1=CC2=C(C3=C(OCC2)C=C(C=C3)C3=CC=CC=C3)S1)C (N-(2-chlorophenyl)-N-methyl-8-phenyl-4,5-dihydrobenzo[b]thieno[2,3-d]oxepine-2-carboxamide). RXN SMILES: Br[C:2]1[CH:3]=[CH:4][C:5]2[C:11]3[S:12][C:13]([C:15]([N:17]([C:19]4[CH:24]=[CH:23][CH:22]=[CH:21][C:20]=4[Cl:25])[CH3:18])=[O:16])=[CH:14][C:10]=3[CH2:9][CH2:8][O:7][C:6]=2[CH:26]=1.[C:27]1(B(O)O)[CH:32]=[CH:31][CH:30]=[CH:29][CH:28]=1>>[Cl:25][C:20]1[CH:21]=[CH:22][CH:23]=[CH:24][C:19]=1[N:17]([CH3:18])[C:15]([C:13]1[S:12][C:11]2[C:5]3[CH:4]=[CH:3][C:2]([C:27]4[CH:32]=[CH:31][CH:30]=[CH:29][CH:28]=4)=[CH:26][C:6]=3[O:7][CH2:8][CH2:9][C:10]=2[CH:14]=1)=[O:16]. Reported procedure: Following Examples 44 and 60, 8-bromo-N-(2-chlorophenyl)-N-methyl-4,5-dihydrobenzo[b]thieno[2,3-d]oxepine-2-carboxamide 150 and phenyl boronic acid were reacted to give 135. MS: (ESI+) 446.1 Starting materials: C(C1=CC=CC=C1)OC(=O)N1C(NC(C1)=O)/C=C/C(=O)OCC(C)C (isobutyl (E)-1-benzyloxycarbonyl-4-oxo-2-imidazolidineacrylate). Reagents/catalysts: [Pd] (palladium on charcoal). Run in C(C)O (ethanol). Product: O=C1NC(NC1)CCC(=O)OCC(C)C (Isobutyl 4-oxo-2-imidazolidinepropanoate). Yield: 86.2%. As a reaction SMILES: C(OC([N:11]1[CH2:15][C:14](=[O:16])[NH:13][CH:12]1/[CH:17]=[CH:18]/[C:19]([O:21][CH2:22][CH:23]([CH3:25])[CH3:24])=[O:20])=O)C1C=CC=CC=1>C(O)C.[Pd]>[O:16]=[C:14]1[CH2:15][NH:11][CH:12]([CH2:17][CH2:18][C:19]([O:21][CH2:22][CH:23]([CH3:25])[CH3:24])=[O:20])[NH:13]1. Procedure details: To a solution of isobutyl (E)-1-benzyloxycarbonyl-4-oxo-2-imidazolidineacrylate (7.7 g, 22.2 mmol) in 96% ethanol (200 ml), 5% palladium on charcoal (0.5 g) was added and hydrogen was bubbled at 20° C. and at atmospheric pressure for 2 hours. Removal of the catalyst and evaporation of the solvent gave a residue which was triturated with diisopropyl ether to give 4.1 g (86%) of the title compound, m.p. 50°-52° C. NMR (CDCl3): deltaH =4.45 (t, J=6 Hz, 1H, N--C--N), 3.10 (s, 2 H, N--CH2 --CO). MS (... Reactants: C1COCCO1, COC(=O)c1cc(Cc2c(C)c(OC)c(OC)c(OC)c2OC)ccc1-c1cccnc1, [Na+], [OH-], O. Product: COc1c(C)c(Cc2ccc(-c3cccnc3)c(C(=O)O)c2)c(OC)c(OC)c1OC. Reaction SMILES: [CH2:35]1[O:36][CH2:37][CH2:38][O:39][CH2:40]1.[CH3:1][O:2][c:3]1[c:4]([CH3:32])[c:5]([CH2:6][c:7]2[cH:8][cH:9][c:10](-[c:17]3[cH:18][n:19][cH:20][cH:21][cH:22]3)[c:11]([C:12](=[O:13])[O:14][CH3:15])[cH:16]2)[c:23]([O:30][CH3:31])[c:24]([O:28][CH3:29])[c:25]1[O:26][CH3:27].[Na+:34].[OH-:33].[OH2:41]>>[CH3:1][O:2][c:3]1[c:4]([CH3:32])[c:5]([CH2:6][c:7]2[cH:8][cH:9][c:10](-[c:17]3[cH:18][n:19][cH:20][cH:21][cH:22]3)[c:11]([C:12](=[O:13])[OH:14])[cH:16]2)[c:23]([O:30][CH3:31])[c:24]([O:28][CH3:29])[c:25]1[O:26][CH3:27].